From a dataset of the Open Reaction Database (ORD), a public repository of structured organic reaction records. describe an organic reaction: reactants, conditions, products, and yield Reactants: CC1=C(C=CC=C1)C1=C(C=C(C=C1)C1=NC(=NO1)C=1C=C(C=CC1)C(C)O)C(F)(F)F ((3-(5-(2′-methyl-2-(trifluoromethyl)biphenyl-4-yl)-1,2,4-oxadiazol-3-yl)phenyl)ethanol), N[C@H](C(=O)OC(C)(C)C)C ((S)-tert-butyl 2-aminopropanoate). Product: CC1=C(C=CC=C1)C1=C(C=C(C=C1)C1=NC(=NO1)C=1C=C(CCN[C@H](C(=O)O)C)C=CC1)C(F)(F)F ((2S)-2-(3-(5-(2′-methyl-2-(trifluoromethyl)biphenyl-4-yl)-1,2,4-oxadiazol-3-yl)phenethylamino)propanoic acid), solid. Isolated yield 96.0%. As a reaction SMILES: [CH3:1][C:2]1[CH:7]=[CH:6][CH:5]=[CH:4][C:3]=1[C:8]1[CH:13]=[CH:12][C:11]([C:14]2[O:18][N:17]=[C:16]([C:19]3[CH:20]=[C:21]([CH:25](O)[CH3:26])[CH:22]=[CH:23][CH:24]=3)[N:15]=2)=[CH:10][C:9]=1[C:28]([F:31])([F:30])[F:29].[NH2:32][C@@H:33]([CH3:41])[C:34]([O:36]C(C)(C)C)=[O:35]>>[CH3:1][C:2]1[CH:7]=[CH:6][CH:5]=[CH:4][C:3]=1[C:8]1[CH:13]=[CH:12][C:11]([C:14]2[O:18][N:17]=[C:16]([C:19]3[CH:20]=[C:21]([CH:22]=[CH:23][CH:24]=3)[CH2:25][CH2:26][NH:32][C@@H:33]([CH3:41])[C:34]([OH:36])=[O:35])[N:15]=2)=[CH:10][C:9]=1[C:28]([F:31])([F:30])[F:29]. Procedure: The title compound was prepared following the protocol used for Example 91, Steps 2 and 3, but starting from (3-(5-(2′-methyl-2-(trifluoromethyl)biphenyl-4-yl)-1,2,4-oxadiazol-3-yl)phenyl)ethanol (84 mg, 0.2 mmol) and (S)-tert-butyl 2-aminopropanoate (87 mg, 0.6 mmol). It was isolated as a white solid (133 mg, 96%). 1H NMR: (DMSO-d6, 400 MHz) δ 8.57 (s, 1H), 8.53 (d, J=8.1 Hz, 1H), 8.07-8.03 (m, 2H), 7.69 (d, J=8.0 Hz, 1H), 7.65-7.53 (m, 2H), 7.44-7.37 (m, 2H), 7.33 (td, J=4.0, 2.1 Hz, 1H), 7.20... The reactants are 26C, COC(C1=C(N=C(C=C1)C1=CC=C(C=C1)C(F)(F)F)C)=O (2-methyl-6-(4-trifluoromethyl-phenyl)-nicotinic acid methyl ester), C(C)OC(C(C)(OC1=CC(=CC=C1)CNC)C)=O (2-methyl-2-(3-methylaminomethyl-phenoxy)-propionic acid ethyl ester), CC1=C(C(=O)O)C=CC(=N1)C1=CC=C(C=C1)C(F)(F)F (2-methyl-6-(4-trifluoromethyl-phenyl)-nicotinic acid). The product is C(C)OC(C(C)(OC1=CC(=CC=C1)CN(C(=O)C=1C(=NC(=CC1)C1=CC=C(C=C1)C(F)(F)F)C)C)C)=O (2-methyl-2-[3-({methyl-[2-methyl-6-(4-trifluoromethyl-phenyl)-pyridine-3-carbonyl]-amino}-methyl)-phenoxy]-propionic acid ethyl ester). RXN SMILES: [CH2:1]([O:3][C:4](=[O:18])[C:5]([CH3:17])([O:7][C:8]1[CH:13]=[CH:12][CH:11]=[C:10]([CH2:14][NH:15][CH3:16])[CH:9]=1)[CH3:6])[CH3:2].[CH3:19][C:20]1[N:28]=[C:27]([C:29]2[CH:34]=[CH:33][C:32]([C:35]([F:38])([F:37])[F:36])=[CH:31][CH:30]=2)[CH:26]=[CH:25][C:21]=1[C:22]([OH:24])=O.COC(=O)C1C=CC(C2C=CC(C(F)(F)F)=CC=2)=NC=1C>>[CH2:1]([O:3][C:4](=[O:18])[C:5]([CH3:17])([O:7][C:8]1[CH:13]=[CH:12][CH:11]=[C:10]([CH2:14][N:15]([CH3:16])[C:22]([C:21]2[C:20]([CH3:19])=[N:28][C:27]([C:29]3[CH:34]=[CH:33][C:32]([C:35]([F:38])([F:37])[F:36])=[CH:31][CH:30]=3)=[CH:26][CH:25]=2)=[O:24])[CH:9]=1)[CH3:6])[CH3:2]. Reported procedure: In analogy to the procedures described in example 26B] and 26C], 2-methyl-2-(3-methylaminomethyl-phenoxy)-propionic acid ethyl ester (example 52C]) was reacted with 2-methyl-6-(4-trifluoromethyl-phenyl)-nicotinic acid (prepared from 2-methyl-6-(4-trifluoromethyl-phenyl)-nicotinic acid methyl ester (example 1L]) in analogy to the procedure described in example 53B]) to give 2-methyl-2-[3-({methyl-[2-methyl-6-(4-trifluoromethyl-phenyl)-pyridine-3-carbonyl]-amino}-methyl)-phenoxy]-propionic acid et... The reactants are COC(=O)C(Br)=Cc1cc(NC(=O)C2=C(C(N)=O)CCCC2)ccc1Cl, ClCCl, O=C(OC(=O)C(F)(F)F)C(F)(F)F, O, c1ccncc1. The product is COC(=O)C(Br)=Cc1cc(NC(=O)C2=C(C#N)CCCC2)ccc1Cl. As a reaction SMILES: [Br:20][C:21](=[CH:22][c:23]1[cH:24][c:25]([NH:30][C:31](=[O:32])[C:33]2=[C:34]([C:39](=[O:40])[NH2:41])[CH2:35][CH2:36][CH2:37][CH2:38]2)[cH:26][cH:27][c:28]1[Cl:29])[C:42](=[O:43])[O:44][CH3:45].[Cl:47][CH2:48][Cl:49].[F:7][C:8]([F:9])([F:10])[C:11]([O:12][C:13](=[O:14])[C:15]([F:16])([F:17])[F:18])=[O:19].[OH2:46].[cH:1]1[cH:2][cH:3][n:4][cH:5][cH:6]1>>[Br:20][C:21](=[CH:22][c:23]1[cH:24][c:25]([NH:30][C:31](=[O:32])[C:33]2=[C:34]([C:39]#[N:41])[CH2:35][CH2:36][CH2:37][CH2:38]2)[cH:26][cH:27][c:28]1[Cl:29])[C:42](=[O:43])[O:44][CH3:45]. Starting materials: O.C([O-])(O)=O.[Na+] (sodium bicarbonate water), C(C)(C)N(CC)C(C)C (IPEA), FC(C(=O)O)(F)F.ClCCC\C(\C(=O)O)=C/C1=CC(=C(C=C1)N1C=NC(=C1)C)OC (5-chloro-2-{1-[3-methoxy-4-(4-methyl-1H-imidazol-1-yl)phenyl]-(E)-methylidene}valeric acid trifluoroacetic acid salt), ClC(C(=O)OC)C(=O)C1=CC=C(C=C1)F (methyl 2-chloro-3-(4-fluorophenyl)-3-oxopropionate). The solvent is C(C)(=O)OCC (Ethyl acetate), CN(C)C=O (DMF). Conditions: time 4 hour. Yields the product ClCCC\C(\C(=O)OC(C(=O)C1=CC=C(C=C1)F)C(=O)OC)=C/C1=CC(=C(C=C1)N1C=NC(=C1)C)OC (2-(4-fluorophenyl)-1-methoxycarbonyl-2-oxoethyl 5-chloro-2-{1-[3-methoxy-4-(4-methyl-1H-imidazol-1-yl)phenyl]-(E)-methylidene}valerate). The yield is 57.1%. As a reaction SMILES: C(N(C(C)C)CC)(C)C.FC(F)(F)C(O)=O.[Cl:17][CH2:18][CH2:19][CH2:20]/[C:21](=[CH:25]\[C:26]1[CH:31]=[CH:30][C:29]([N:32]2[CH:36]=[C:35]([CH3:37])[N:34]=[CH:33]2)=[C:28]([O:38][CH3:39])[CH:27]=1)/[C:22]([OH:24])=[O:23].Cl[CH:41]([C:46]([C:48]1[CH:53]=[CH:52][C:51]([F:54])=[CH:50][CH:49]=1)=[O:47])[C:42]([O:44][CH3:45])=[O:43].O.C(=O)(O)[O-].[Na+]>CN(C=O)C.C(OCC)(=O)C>[Cl:17][CH2:18][CH2:19][CH2:20]/[C:21](=[CH:25]\[C:26]1[CH:31]=[CH:30][C:29]([N:32]2[CH:36]=[C:35]([CH3:37])[N:34]=[CH:33]2)=[C:28]([O:38][CH3:39])[CH:27]=1)/[C:22]([O:24][CH:41]([C:42]([O:44][CH3:45])=[O:43])[C:46]([C:48]1[CH:49]=[CH:50][C:51]([F:54])=[CH:52][CH:53]=1)=[O:47])=[O:23] |f:1.2,4.5.6|. Reported procedure: IPEA (1.9 mL) was added to a solution of 5-chloro-2-{1-[3-methoxy-4-(4-methyl-1H-imidazol-1-yl)phenyl]-(E)-methylidene}valeric acid trifluoroacetic acid salt (1.53 g) and methyl 2-chloro-3-(4-fluorophenyl)-3-oxopropionate (CAS #160727-96-8, 624 mg) in DMF (5 mL), and the reaction solution was stirred at room temperature for four hours. Ethyl acetate and saturated sodium bicarbonate water were added to the reaction solution, and the organic layer was separated. The resulting organic layer was dri... Starting materials: CC1(NC(=O)C(F)(F)F)CN(c2c(F)cc3c(=O)c(C(=O)O)cn(-c4ccc(F)cc4)c3c2F)C1, [Na+], [OH-], O. Product: CC1(N)CN(c2c(F)cc3c(=O)c(C(=O)O)cn(-c4ccc(F)cc4)c3c2F)C1. As a reaction SMILES: [F:1][c:2]1[cH:3][cH:4][c:5](-[n:8]2[cH:9][c:10]([C:33](=[O:34])[OH:35])[c:11](=[O:32])[c:12]3[cH:13][c:14]([F:31])[c:15]([N:19]4[CH2:20][C:21]([NH:23][C:24](=[O:25])[C:26]([F:27])([F:28])[F:29])([CH3:30])[CH2:22]4)[c:16]([F:18])[c:17]23)[cH:6][cH:7]1.[Na+:38].[OH-:37].[OH2:36]>>[F:1][c:2]1[cH:3][cH:4][c:5](-[n:8]2[cH:9][c:10]([C:33](=[O:34])[OH:35])[c:11](=[O:32])[c:12]3[cH:13][c:14]([F:31])[c:15]([N:19]4[CH2:20][C:21]([NH2:23])([CH3:30])[CH2:22]4)[c:16]([F:18])[c:17]23)[cH:6][cH:7]1. Starting materials: [BH3-]C#N, O=C([O-])O, CCOC(=O)C1C2CCC(C2)C1N, CO, CC(=O)O, [Na+], [Na+], O=C1CCCC1. Product: CCOC(=O)C1C2CCC(C2)C1NC1CCCC1. Reaction SMILES: [C:20]([BH3-:21])#[N:22].[C:24](=[O:25])([OH:26])[O-:27].[CH2:7]([CH3:8])[O:9][C:10](=[O:11])[CH:12]1[CH:13]2[CH2:14][CH2:15][CH:16]([CH:17]1[NH2:18])[CH2:19]2.[CH3:29][OH:30].[CH3:31][C:32](=[O:33])[OH:34].[Na+:23].[Na+:28].[O:1]=[C:2]1[CH2:3][CH2:4][CH2:5][CH2:6]1>>[CH:2]1([NH:18][CH:17]2[CH:12]([C:10]([O:9][CH2:7][CH3:8])=[O:11])[CH:13]3[CH2:14][CH2:15][CH:16]2[CH2:19]3)[CH2:3][CH2:4][CH2:5][CH2:6]1.